This data is from the Open Reaction Database (ORD), a public repository of structured organic reaction records. The task is: describe an organic reaction: reactants, conditions, products, and yield Starting materials: C(C1=CC=CC=C1)N1C(N([C@@H](C1)C(=O)OC(C)(C)C)C([C@H](C)N[C@@H](CC(C)C)C(=O)OCC1=CC=CC=C1)=O)=O (tert.-butyl (4S)-1-benzyl-3-{(2S)-2-[N-((1S)-1-benzyloxycarbonyl-isopentyl)amino]propionyl}-2-oxo-imidazolidine-4-carboxylate), Cl.O1CCOCC1 (hydrogen chloride dioxane). Yields the product C(C1=CC=CC=C1)N1C(N([C@@H](C1)C(=O)O)C([C@H](C)N[C@@H](CC(C)C)C(=O)OCC1=CC=CC=C1)=O)=O ((4S)-1-benzyl-3-{(2S)-2-[N-((1S)-1-benzyloxycarbonyl-isopentyl)amino]propionyl}-2-oxo-imidazolidine-4-carboxylic acid). Isolated yield 87.5%. As a reaction SMILES: [CH2:1]([N:8]1[CH2:12][C@@H:11]([C:13]([O:15]C(C)(C)C)=[O:14])[N:10]([C:20](=[O:39])[C@@H:21]([NH:23][C@H:24]([C:29]([O:31][CH2:32][C:33]2[CH:38]=[CH:37][CH:36]=[CH:35][CH:34]=2)=[O:30])[CH2:25][CH:26]([CH3:28])[CH3:27])[CH3:22])[C:9]1=[O:40])[C:2]1[CH:7]=[CH:6][CH:5]=[CH:4][CH:3]=1.Cl.O1CCOCC1>>[CH2:1]([N:8]1[CH2:12][C@@H:11]([C:13]([OH:15])=[O:14])[N:10]([C:20](=[O:39])[C@@H:21]([NH:23][C@H:24]([C:29]([O:31][CH2:32][C:33]2[CH:38]=[CH:37][CH:36]=[CH:35][CH:34]=2)=[O:30])[CH2:25][CH:26]([CH3:28])[CH3:27])[CH3:22])[C:9]1=[O:40])[C:2]1[CH:7]=[CH:6][CH:5]=[CH:4][CH:3]=1 |f:1.2|. Procedure details: 0.7 g of tert.-butyl (4S)-1-benzyl-3-{(2S)-2-[N-((1S)-1-benzyloxycarbonyl-isopentyl)amino]propionyl}-2-oxo-imidazolidine-4-carboxylate and 20 ml of a 13% hydrogen chloride-dioxane solution are treated in the same manner as described in Example 10-(3), whereby 0.55 g of (4S)-1-benzyl-3-{(2S)-2-[N-((1S)-1-benzyloxycarbonyl-isopentyl)amino]propionyl}-2-oxo-imidazolidine-4-carboxylic acid is obtained as colorless viscous oil. This oil (0.55 g) and 20 mg of palladium black are treated in the same man...